From a dataset of the Open Reaction Database (ORD), a public repository of structured organic reaction records. describe an organic reaction: reactants, conditions, products, and yield Starting materials: ClC1=CC2=C(C(=N1)C=O)C(=NN2C(C2=CC=CC=C2)(C2=CC=CC=C2)C2=CC=CC=C2)OC (6-chloro-3-methoxy-1-trityl-1H-pyrazolo[4,3-c]pyridine-4-carbaldehyde), ClC1=CC2=C(C(=N1)C=O)C(=NN2C(C2=CC=CC=C2)(C2=CC=CC=C2)C2=CC=CC=C2)OC (6-chloro-3-methoxy-1-trityl-1H-pyrazolo[4,3-c]pyridine-4-carbaldehyde), CC(C)=CC (2-methyl-2-butene), Cl(=O)[O-].[Na+] (Sodium chlorite), P(=O)(O)(O)[O-].[Na+] (sodium dihydrogen phosphate). Run in CC(C)(C)O (tBuOH), C1CCOC1 (THF), O (water). Reaction conditions: time 8 hour. Product: ClC1=CC2=C(C(=N1)C(=O)O)C(=NN2C(C2=CC=CC=C2)(C2=CC=CC=C2)C2=CC=CC=C2)OC (6-chloro-3-methoxy-1-trityl-1H-pyrazolo[4,3-c]pyridine-4-carboxylic acid). As a reaction SMILES: Cl([O-])=O.[Na+].P([O-])(O)(O)=[O:6].[Na+].[Cl:11][C:12]1[N:17]=[C:16]([CH:18]=[O:19])[C:15]2[C:20]([O:42][CH3:43])=[N:21][N:22]([C:23]([C:36]3[CH:41]=[CH:40][CH:39]=[CH:38][CH:37]=3)([C:30]3[CH:35]=[CH:34][CH:33]=[CH:32][CH:31]=3)[C:24]3[CH:29]=[CH:28][CH:27]=[CH:26][CH:25]=3)[C:14]=2[CH:13]=1.CC(=CC)C>O.CC(O)(C)C.C1COCC1>[Cl:11][C:12]1[N:17]=[C:16]([C:18]([OH:6])=[O:19])[C:15]2[C:20]([O:42][CH3:43])=[N:21][N:22]([C:23]([C:24]3[CH:29]=[CH:28][CH:27]=[CH:26][CH:25]=3)([C:30]3[CH:31]=[CH:32][CH:33]=[CH:34][CH:35]=3)[C:36]3[CH:37]=[CH:38][CH:39]=[CH:40][CH:41]=3)[C:14]=2[CH:13]=1 |f:0.1,2.3|. Procedure details: Sodium chlorite (120 mg, 1.322 mmol) and sodium dihydrogen phosphate (159 mg, 1.322 mmol) were dissolved in water (1.5 ml). A suspension of 6-chloro-3-methoxy-1-trityl-1H-pyrazolo[4,3-c]pyridine-4-carbaldehyde (Intermediate 11B, 100 mg, 0.220 mmol) in tBuOH (1.5 ml) and THF (1.5 ml) and 2-methyl-2-butene (233 μl, 2.203 mmol) was then added to the aqueous mixture. The resulting solution was stirred at rt overnight. The reaction contents were concentrated in vacuo, resuspended in water, the solid ... Reactants: Cl (hydrochloric acid), C(C1=CC=CC=C1)OC(=O)NCCC[C@H](NC(=O)C=1N(C2=CC=CC=C2C1)C)C(=O)N[C@H]1[C@H](CCC1)C(=O)OC (methyl (1S,2R)-2-({N5-[(benzyloxy)carbonyl]-N2-[(1-methyl-1H-indol-2-yl)carbonyl]-L-ornithyl}amino)cyclopentanecarboxylate), C1CCOC1 (THF), [OH-].[Na+] (sodium hydroxide). Run in CO (methanol). Reaction conditions: time 5 hour. Product: C(C1=CC=CC=C1)OC(=O)NCCC[C@H](NC(=O)C=1N(C2=CC=CC=C2C1)C)C(=O)N[C@H]1[C@H](CCC1)C(=O)O ((1S,2R)-2-({N5-[(benzyloxy)carbonyl]-N2-[(1-methyl-1H-indol-2-yl)carbonyl]-L-ornithyl}amino)cyclopentanecarboxylic acid). Yield: 90.3%. Reaction SMILES: [CH2:1]([O:8][C:9]([NH:11][CH2:12][CH2:13][CH2:14][C@@H:15]([C:29]([NH:31][C@@H:32]1[CH2:36][CH2:35][CH2:34][C@@H:33]1[C:37]([O:39]C)=[O:38])=[O:30])[NH:16][C:17]([C:19]1[N:20]([CH3:28])[C:21]2[C:26]([CH:27]=1)=[CH:25][CH:24]=[CH:23][CH:22]=2)=[O:18])=[O:10])[C:2]1[CH:7]=[CH:6][CH:5]=[CH:4][CH:3]=1.C1COCC1.[OH-].[Na+].Cl>CO>[CH2:1]([O:8][C:9]([NH:11][CH2:12][CH2:13][CH2:14][C@@H:15]([C:29]([NH:31][C@@H:32]1[CH2:36][CH2:35][CH2:34][C@@H:33]1[C:37]([OH:39])=[O:38])=[O:30])[NH:16][C:17]([C:19]1[N:20]([CH3:28])[C:21]2[C:26]([CH:27]=1)=[CH:25][CH:24]=[CH:23][CH:22]=2)=[O:18])=[O:10])[C:2]1[CH:3]=[CH:4][CH:5]=[CH:6][CH:7]=1 |f:2.3|. Reported procedure: To a mixture of methyl (1S,2R)-2-({N5-[(benzyloxy)carbonyl]-N2-[(1-methyl-1H-indol-2-yl)carbonyl]-L-ornithyl}amino)cyclopentanecarboxylate (0.25 g), THF (2.0 ml), and methanol (2.0 ml) was added a 1 M aqueous sodium hydroxide solution (2.0 ml) under ice-cooling, followed by stirring at room temperature for 5 hours. To the reaction mixture was added 1 M hydrochloric acid (2.0 ml) under ice-cooling, followed by stirring at room temperature. The solid precipitated was collected by filtration and wa... Reactants: C(C)(C)C=1C(NC(NC1C(C1=CC(=CC(=C1)C)C)=O)=O)=O (5-isopropyl-6-(3,5-dimethylbenzoyl)-2,4-pyrimidinedione), ClC=1C=C(CBr)C=C(C1)Cl (3,5-dichlorobenzyl bromide). Yields the product ClC=1C=C(CN2C(NC(C(=C2C(C2=CC(=CC(=C2)C)C)=O)C(C)C)=O)=O)C=C(C1)Cl (1-(3,5-Dichlorobenzyl)-5-isopropyl-6-(3,5-dimethylbenzoyl)-2,4-pyrimidinedione). Yield: 63.6%. Reaction SMILES: [CH:1]([C:4]1[C:5](=[O:21])[NH:6][C:7](=[O:20])[NH:8][C:9]=1[C:10](=[O:19])[C:11]1[CH:16]=[C:15]([CH3:17])[CH:14]=[C:13]([CH3:18])[CH:12]=1)([CH3:3])[CH3:2].[Cl:22][C:23]1[CH:24]=[C:25]([CH:28]=[C:29]([Cl:31])[CH:30]=1)[CH2:26]Br>>[Cl:22][C:23]1[CH:24]=[C:25]([CH:28]=[C:29]([Cl:31])[CH:30]=1)[CH2:26][N:8]1[C:9]([C:10](=[O:19])[C:11]2[CH:12]=[C:13]([CH3:18])[CH:14]=[C:15]([CH3:17])[CH:16]=2)=[C:4]([CH:1]([CH3:3])[CH3:2])[C:5](=[O:21])[NH:6][C:7]1=[O:20]. Procedure: 5-isopropyl-6-(3,5-dimethylbenzoyl)-2,4-pyrimidinedione and 3,5-dichlorobenzyl bromide were reacted by the same way with the example 1 to obtain the titled compound (283 mg, yield: 63.6%).